This data is from the Open Reaction Database (ORD), a public repository of structured organic reaction records. The task is: describe an organic reaction: reactants, conditions, products, and yield Starting materials: CCCC[N+](CCCC)(CCCC)CCCC.[F-] (TBAF), [Si](C)(C)(C(C)(C)C)OC=1C=C(COC=2C(=NC=CC2)NC=2SC=C(N2)C)C=CC1 (3-(3-(tert-butyldimethylsilyloxy)benzyloxy)-N-(4-methylthiazol-2-yl)pyridin-2-amine), [NH4+].[Cl-] (NH4Cl). The solvent is C1CCOC1 (THF). Run at time 8 hour. The product is Cl.CC=1N=C(SC1)NC1=NC=CC=C1OCC=1C=C(C=CC1)O (3-((2-(4-methylthiazol-2-ylamino)pyridin-3-yloxy)methyl)phenol hydrochloride). Isolated yield 79.0%. As a reaction SMILES: [Si]([O:8][C:9]1[CH:10]=[C:11]([CH:27]=[CH:28][CH:29]=1)[CH2:12][O:13][C:14]1[C:15]([NH:20][C:21]2[S:22][CH:23]=[C:24]([CH3:26])[N:25]=2)=[N:16][CH:17]=[CH:18][CH:19]=1)(C(C)(C)C)(C)C.CCCC[N+](CCCC)(CCCC)CCCC.[F-].[NH4+].[Cl-:49]>C1COCC1>[ClH:49].[CH3:26][C:24]1[N:25]=[C:21]([NH:20][C:15]2[C:14]([O:13][CH2:12][C:11]3[CH:10]=[C:9]([OH:8])[CH:29]=[CH:28][CH:27]=3)=[CH:19][CH:18]=[CH:17][N:16]=2)[S:22][CH:23]=1 |f:1.2,3.4,6.7|. Reported procedure: A 125 mL round-bottomed flask was charged with 3-(3-(tert-butyldimethylsilyloxy)benzyloxy)-N-(4-methylthiazol-2-yl)pyridin-2-amine (5.4 g, 13 mmol) and THF (50 mL). TBAF (1M in THF, 15 mL, 15 mmol) was added and stirred at room temperature overnight. The reaction was poured into saturated aqueous NH4Cl and extracted with CH2Cl2 (2×100 mL). The organic layer was dried with sodium sulfate, filtered and concentrated in vacuo. The residue was purified over silica gel (30 to 80% EtOAc in hexanes) to ... The reactants are CCCCCCCCCOC1=CC=C(C=C1)N=NC2=CC=C(C=C2)OCCCCCCCCCOC(=O)C=C (A9AB9), N#N (N2), CCCCCCCCCOC1=CC=C(C=C1)N=NC2=CC=C(C=C2)OCCCCCCCCCOC(=O)C=C (A9AB9), 2,2′-azoisobutyronitrile. Run in O (water), C(Cl)(Cl)Cl (chloroform). Conditions: temperature 64 celsius, time 1 hour. The product is N(=NC1=CC=CC=C1)C1=CC=CC=C1 (azobenzene). Reaction SMILES: CCCCCCCCCO[C:11]1[CH:16]=[CH:15][C:14]([N:17]=[N:18][C:19]2[CH:24]=[CH:23][C:22](OCCCCCCCCCOC(C=C)=O)=[CH:21][CH:20]=2)=[CH:13][CH:12]=1.N#N>O.C(Cl)(Cl)Cl>[N:17]([C:14]1[CH:13]=[CH:12][CH:11]=[CH:16][CH:15]=1)=[N:18][C:19]1[CH:24]=[CH:23][CH:22]=[CH:21][CH:20]=1. Procedure details: The polymer precursors A9AB9 and DA9AB along with the surfactant AC10COONa were used, with the structure of each shown in FIG. 3. The azobenzene nanoparticles were synthesized using a mini-emulsion process. Similar processes have been described in documents 12 through 14. To prepare the instant nanoparticle, 15 mg of surfactant AC10COONa was dissolved in 10 ml of water. 20 mol % of A9AB9 and 80 mol % of DA9AB were mixed with 2 w % 2,2′-azoisobutyronitrile (AIBN) in 2 g of chloroform. The solutio...